From a dataset of the Open Reaction Database (ORD), a public repository of structured organic reaction records. describe an organic reaction: reactants, conditions, products, and yield The reactants are C([O-])([O-])=O.[K+].[K+] (Potassium carbonate), IC (iodomethane), C(C)(C)(C)OC(=O)N1C[C@@H](OCC1)C1=CC=C(C(=O)O)C=C1 ((S)-4-(4-(tert-Butoxycarbonyl)morpholin-2-yl)benzoic acid). Solvent: O (water), CN(C=O)C (dimethylformamide). Run at time 8 hour. Yields the product COC(=O)C1=CC=C(C=C1)[C@H]1CN(CCO1)C(=O)OC(C)(C)C ((S)-tert-Butyl 2-(4-(methoxycarbonyl)phenyl)morpholine-4-carboxylate). RXN SMILES: [C:1]([O:5][C:6]([N:8]1[CH2:13][CH2:12][O:11][C@@H:10]([C:14]2[CH:22]=[CH:21][C:17]([C:18]([OH:20])=[O:19])=[CH:16][CH:15]=2)[CH2:9]1)=[O:7])([CH3:4])([CH3:3])[CH3:2].[C:23](=O)([O-])[O-].[K+].[K+].IC>CN(C)C=O.O>[CH3:23][O:19][C:18]([C:17]1[CH:16]=[CH:15][C:14]([C@@H:10]2[O:11][CH2:12][CH2:13][N:8]([C:6]([O:5][C:1]([CH3:4])([CH3:2])[CH3:3])=[O:7])[CH2:9]2)=[CH:22][CH:21]=1)=[O:20] |f:1.2.3|. Reported procedure: (S)-4-(4-(tert-Butoxycarbonyl)morpholin-2-yl)benzoic acid [CAS 1131220-40-0], (500 mg, 1.63 mmol) was dissolved in dimethylformamide (8.6 ml). Potassium carbonate (675 mg, 4.88 mmol) and iodomethane (346 mg, 0.152 ml, 2.44 mmol) were added. The reaction mixture was shaken at room temperature overnight. The solution was diluted with water (25 ml) and extracted with ethyl acetate (2×40 ml). The combined organic layer was dried over MgSO4 and evaporated to give a light yellow oil. The crude materia... Reactants: [Al+3], [Cl-], [Cl-], [Cl-], CCOC(=O)N1CCC(C(=O)Cl)CC1, ClCCCl, Cl, c1ccc(-c2ccccc2)cc1. Yields the product CCOC(=O)N1CCC(C(=O)c2ccc(-c3ccccc3)cc2)CC1. Reaction SMILES: [Al+3:14].[Cl-:13].[Cl-:15].[Cl-:16].[Cl:17][C:18](=[O:19])[CH:20]1[CH2:21][CH2:22][N:23]([C:26](=[O:27])[O:28][CH2:29][CH3:30])[CH2:24][CH2:25]1.[Cl:32][CH2:33][CH2:34][Cl:35].[ClH:31].[c:1]1(-[c:7]2[cH:8][cH:9][cH:10][cH:11][cH:12]2)[cH:2][cH:3][cH:4][cH:5][cH:6]1>>[c:1]1(-[c:7]2[cH:8][cH:9][c:10]([C:18](=[O:19])[CH:20]3[CH2:21][CH2:22][N:23]([C:26](=[O:27])[O:28][CH2:29][CH3:30])[CH2:24][CH2:25]3)[cH:11][cH:12]2)[cH:2][cH:3][cH:4][cH:5][cH:6]1. The reactants are OC1=C(C=CC=C1)C(C(=O)OC)=NO (Methyl 2-(2-Hydroxyphenyl)-2-hydroxyimino-acetate), O (water), C([O-])(O)=O (bicarbonate), S(=O)(=O)(OC)OC (dimethyl sulphate). Run in C(C)#N (acetonitrile). Product: OC1=C(C=CC=C1)C(C(=O)OC)=NOC (Methyl 2-(2-Hydroxyphenyl)-2-methoxyimino-acetate). Reaction SMILES: [OH:1][C:2]1[CH:7]=[CH:6][CH:5]=[CH:4][C:3]=1[C:8](=[N:13][OH:14])[C:9]([O:11][CH3:12])=[O:10].[C:15](=O)(O)[O-].S(OC)(OC)(=O)=O.O>C(#N)C>[OH:1][C:2]1[CH:7]=[CH:6][CH:5]=[CH:4][C:3]=1[C:8](=[N:13][O:14][CH3:15])[C:9]([O:11][CH3:12])=[O:10]. Procedure: 2.4 g (0.0106 mol) of methyl 2-(2-hydroxyphenyl)-2-hydroxyimino-acetate (Example VII-1a from process step 3; HPLC: 17.1% E, log p=0.95; 68.9% Z, log p=1.68) in 60 ml of acetonitrile are heated under reflux with 1.08 g (0.011 mol) of potassiun bicarbonate and 1.55 g (0.0123 mol) of dimethyl sulphate for 10 hours. The reaction mixture is poured into water and extracted with diethyl ether, and the solvent is distilled off under reduced pressure. This gives 2.1 g of crude product which is chromatogr... Reactants: CS(=O)(=O)c1ccc(CBr)c(Cl)c1, CCOC(=O)CC(C)=O. Product: CCOC(=O)C(Cc1ccc(S(C)(=O)=O)cc1Cl)C(C)=O. Reaction SMILES: [Br:1][CH2:2][c:3]1[c:4]([Cl:13])[cH:5][c:6]([S:9](=[O:10])(=[O:11])[CH3:12])[cH:7][cH:8]1.[CH2:14]([CH3:15])[O:16][C:17]([CH2:18][C:19]([CH3:20])=[O:21])=[O:22]>>[CH2:2]([c:3]1[c:4]([Cl:13])[cH:5][c:6]([S:9](=[O:10])(=[O:11])[CH3:12])[cH:7][cH:8]1)[CH:18]([C:17]([O:16][CH2:14][CH3:15])=[O:22])[C:19]([CH3:20])=[O:21].